Dataset: the Open Reaction Database (ORD), a public repository of structured organic reaction records. Task: describe an organic reaction: reactants, conditions, products, and yield The reactants are Oc1ccc2c(c1)OCO2, COCCOC, CC(=CCCl)CCOC(C)C, [K+], [OH-]. Yields the product CC(=CCOc1ccc2c(c1)OCO2)CCOC(C)C. As a reaction SMILES: [CH2:3]1[O:4][c:5]2[cH:6][c:7]([OH:12])[cH:8][cH:9][c:10]2[O:11]1.[CH3:24][O:25][CH2:26][CH2:27][O:28][CH3:29].[Cl:13][CH2:14][CH:15]=[C:16]([CH2:17][CH2:18][O:19][CH:20]([CH3:21])[CH3:22])[CH3:23].[K+:2].[OH-:1]>>[CH2:3]1[O:4][c:5]2[cH:6][c:7]([O:12][CH2:14][CH:15]=[C:16]([CH2:17][CH2:18][O:19][CH:20]([CH3:21])[CH3:22])[CH3:23])[cH:8][cH:9][c:10]2[O:11]1. Yields the product COC(=O)CC1CCN(c2ncc(NC(=O)C(=O)NN)cc2C)CC1. The reactants are COC(=O)C(C)(C)C1CCC(c2ccc(N)cc2)CC1, COC(=O)C1CCN(c2ncc(NC(=O)C(=O)NN)cc2C)CC1. Reaction SMILES: [NH2:25][c:26]1[cH:27][cH:28][c:29]([CH:30]2[CH2:31][CH2:32][CH:33]([C:34]([CH3:35])([CH3:36])[C:39](=[O:40])[O:41][CH3:42])[CH2:37][CH2:38]2)[cH:43][cH:44]1.[NH:1]([NH2:2])[C:3]([C:4](=[O:5])[NH:6][c:7]1[cH:8][c:9]([CH3:23])[c:10]([N:13]2[CH2:14][CH2:15][CH:16]([C:19]([O:20][CH3:21])=[O:22])[CH2:17][CH2:18]2)[n:11][cH:12]1)=[O:24]>>[NH:1]([NH2:2])[C:3]([C:4](=[O:5])[NH:6][c:7]1[cH:8][c:9]([CH3:23])[c:10]([N:13]2[CH2:14][CH2:15][CH:16]([CH2:19][C:39](=[O:40])[O:41][CH3:42])[CH2:17][CH2:18]2)[n:11][cH:12]1)=[O:24]. Reactants: C(C)(C)(C)OC(=O)N1CC(CCC1)(C)N=C=O (rac-3-isocyanato-3-methyl-piperidine-1-carboxylic acid tert-butyl ester), [OH-].[Na+] (NaOH). Solvent: COC(C)(C)C (tert-butyl methyl ether), C1CCOC1 (THF). Run at time 20 hour. Yields the product C(C)(C)(C)OC(=O)N1CC(CCC1)(C)N (rac-3-Amino-3-methyl-piperidine-1-carboxylic acid tert-butyl ester). Reaction SMILES: [C:1]([O:5][C:6]([N:8]1[CH2:13][CH2:12][CH2:11][C:10]([N:15]=C=O)([CH3:14])[CH2:9]1)=[O:7])([CH3:4])([CH3:3])[CH3:2].[OH-].[Na+]>C1COCC1.COC(C)(C)C>[C:1]([O:5][C:6]([N:8]1[CH2:13][CH2:12][CH2:11][C:10]([NH2:15])([CH3:14])[CH2:9]1)=[O:7])([CH3:4])([CH3:2])[CH3:3] |f:1.2|. Procedure: To a solution of 812 mg (3.38 mmol) rac-3-isocyanato-3-methyl-piperidine-1-carboxylic acid tert-butyl ester in 17 ml THF were added 16.9 ml 2N NaOH and the emulsion stirred vigorously at ambient temperature for 20 h. The emulsion was diluted with tert-butyl methyl ether and extracted three times. The combined extracts were washed with brine to neutral pH, dried over sodium sulfate, filtered and evaporated. The crude product was purified by column chromatography on silica gel with a gradient of h... Reactants: COP(=O)(CC(=O)OCC1=CC=CC=C1)OC (benzyl dimethyl phosphonoacetate), [Li+].C[Si](C)(C)[N-][Si](C)(C)C (LHMDS), solution, C1CC(=O)N(C1=O)Br (NBS), [Cl-].[NH4+] (ammonium chloride). The solvent is C1CCOC1 (THF), C1CCOC1 (THF), C1CCOC1 (THF). Reaction conditions: temperature 10 celsius. Yields the product desired product, C(C1=CC=CC=C1)OC(C(P(=O)(OC)OC)Br)=O (bromo-(dimethoxy-phosphoryl)-acetic acid benzyl ester). As a reaction SMILES: [CH3:1][O:2][P:3]([O:16][CH3:17])([CH2:5][C:6]([O:8][CH2:9][C:10]1[CH:15]=[CH:14][CH:13]=[CH:12][CH:11]=1)=[O:7])=[O:4].[Li+].C[Si]([N-][Si](C)(C)C)(C)C.C1C(=O)N([Br:35])C(=O)C1.[Cl-].[NH4+]>C1COCC1>[CH2:9]([O:8][C:6](=[O:7])[CH:5]([Br:35])[P:3]([O:16][CH3:17])([O:2][CH3:1])=[O:4])[C:10]1[CH:15]=[CH:14][CH:13]=[CH:12][CH:11]=1 |f:1.2,4.5|. Procedure details: To a solution of benzyl dimethyl phosphonoacetate (1.94 g, 7.5 mmol) in THF (15 mL) cooled to −78° C. in a dry ice/isopropanol bath was added LHMDS (9.0 mL of a 1 M solution in THF, 9.0 mmol). The reaction was allowed to warm to 10° C. over 30 min, then recooled to 78° C. NBS (1.6 g, 9.0 mmol) was added as a solution in THF (20 mL), and the reaction was allowed to warm to room temperature over 18 h. Saturated ammonium chloride was added to quench any remaining base, and the reaction was concentr... Starting materials: C(=O)(OC(C)(C)C)N[C@H](CCSC)C(=O)NCC(=O)OC (methyl Boc-D-methionyl-glycinate), solution, Cl (hydrogen chloride). Run in O1CCOCC1 (dioxane), O1CCOCC1 (dioxane). Conditions: time 30 minute. Product: Cl.N[C@H](CCSC)C(=O)NCC(=O)OC (methyl D-methionyl-glycinate hydrochloride). Reaction SMILES: C([NH:8][C@@H:9]([C:14]([NH:16][CH2:17][C:18]([O:20][CH3:21])=[O:19])=[O:15])[CH2:10][CH2:11][S:12][CH3:13])(OC(C)(C)C)=O.[ClH:22]>O1CCOCC1>[ClH:22].[NH2:8][C@@H:9]([C:14]([NH:16][CH2:17][C:18]([O:20][CH3:21])=[O:19])=[O:15])[CH2:10][CH2:11][S:12][CH3:13] |f:3.4|. Procedure: To a solution of 16.0 g of methyl Boc-D-methionyl-glycinate in 50 ml of dioxane is added 50 ml of a solution of 5.6 M hydrogen chloride in dioxane. The reaction mixture is stirred for 30 minutes at room temperature and the solvent is removed under reduced pressure. The residue is stirred with diethyl ether to give a gum. The ether is decanted and the product dried under high vacuum to give methyl D-methionyl-glycinate hydrochloride which is represented by the following formula